describe an organic reaction: reactants, conditions, products, and yield From a dataset of the Open Reaction Database (ORD), a public repository of structured organic reaction records. The reactants are C(C1=CC=CC=C1)OC(=O)NC1(COC1)CC(=O)O ((3-{[(Benzyloxy)carbonyl]amino}oxetan-3-yl)acetic acid), BrCC(=O)C1=CC(=C(C=C1)Cl)C (2-bromo-1-(4-chloro-3-methylphenyl)ethanone), C([O-])([O-])=O.[Cs+].[Cs+] (cesium carbonate). The solvent is C(C)#N (acetonitrile). Yields the product C(C1=CC=CC=C1)OC(=O)NC1(COC1)CC(=O)OCC(=O)C1=CC(=C(C=C1)Cl)C (2-(4-Chloro-3-methylphenyl)-2-oxoethyl (3-{[(benzyloxy)carbonyl]amino}oxetan-3-yl)acetate). Reaction SMILES: [CH2:1]([O:8][C:9]([NH:11][C:12]1([CH2:16][C:17]([OH:19])=[O:18])[CH2:15][O:14][CH2:13]1)=[O:10])[C:2]1[CH:7]=[CH:6][CH:5]=[CH:4][CH:3]=1.Br[CH2:21][C:22]([C:24]1[CH:29]=[CH:28][C:27]([Cl:30])=[C:26]([CH3:31])[CH:25]=1)=[O:23].C(=O)([O-])[O-].[Cs+].[Cs+]>C(#N)C>[CH2:1]([O:8][C:9]([NH:11][C:12]1([CH2:16][C:17]([O:19][CH2:21][C:22]([C:24]2[CH:29]=[CH:28][C:27]([Cl:30])=[C:26]([CH3:31])[CH:25]=2)=[O:23])=[O:18])[CH2:13][O:14][CH2:15]1)=[O:10])[C:2]1[CH:7]=[CH:6][CH:5]=[CH:4][CH:3]=1 |f:2.3.4|. Procedure: (3-{[(Benzyloxy)carbonyl]amino}oxetan-3-yl)acetic acid (Preparation 25, 0.3 g, 1.13 mmol), 2-bromo-1-(4-chloro-3-methylphenyl)ethanone (0.294 g, 1.19 mmol) and cesium carbonate (0.553 g, 1.70 mmol) were stirred in acetonitrile (10 mL) at room temperature for 2 hours. The reaction was concentrated in vacuo and partitioned between ethyl acetate and water. The organic layer was dried over MgSO4 and concentrated in vacuo to afford the title compound which was used without purification in the next st... Reported procedure: To a solution of compound 11a (4.5 g) in dichloromethane/methanol 1:1 (100 ml) was added 5 ml of carbondisulfide. The mixture was left at room temperature for one hour. Then the solvents were evaporated and finally the remaining viscous oil was heated at 130°-140° C. in solution in 1-pentanol. When the evolution of H2S had ceased the solvents were evaporated. The resulting oil was purified by column chromatography on silica gel (eluted with ethyl acetate/methanol 1:1) yielding 2 g of the title c... Run in ClCCl.CO (dichloromethane methanol). Starting materials: NCCNCCN1CCC(CC1)C1=CN(C2=CC(=CC=C12)Cl)C1=CC=C(C=C1)F (3-[1-[N-(2-aminoethyl)-2-aminoethyl]-4-piperidyl]-6-chloro-1-(4-fluorophenyl)-1H-indole), C(=S)=S (carbondisulfide). As a reaction SMILES: [NH2:1][CH2:2][CH2:3][NH:4][CH2:5][CH2:6][N:7]1[CH2:12][CH2:11][CH:10]([C:13]2[C:21]3[C:16](=[CH:17][C:18]([Cl:22])=[CH:19][CH:20]=3)[N:15]([C:23]3[CH:28]=[CH:27][C:26]([F:29])=[CH:25][CH:24]=3)[CH:14]=2)[CH2:9][CH2:8]1.[C:30](=S)=[S:31]>ClCCl.CO>[Cl:22][C:18]1[CH:17]=[C:16]2[C:21]([C:13]([CH:10]3[CH2:11][CH2:12][N:7]([CH2:6][CH2:5][N:4]4[CH2:3][CH2:2][NH:1][C:30]4=[S:31])[CH2:8][CH2:9]3)=[CH:14][N:15]2[C:23]2[CH:24]=[CH:25][C:26]([F:29])=[CH:27][CH:28]=2)=[CH:20][CH:19]=1 |f:2.3|. Conditions: time 1 hour. The product is ClC1=CC=C2C(=CN(C2=C1)C1=CC=C(C=C1)F)C1CCN(CC1)CCN1C(NCC1)=S (6-chloro- 1-(4-fluorophenyl)-3-[1-[2-(2-imidazolidinthion-1-yl)ethyl]-4-piperidyl]-1H-indole). Starting materials: [BH4-], C1CCOC1, CO, COc1cc2nc(C=O)ccc2c(OC)c1OC, [Na+]. Yields the product COc1cc2nc(CO)ccc2c(OC)c1OC. RXN SMILES: [BH4-:1].[CH2:23]1[O:24][CH2:25][CH2:26][CH2:27]1.[CH3:21][OH:22].[CH3:3][O:4][c:5]1[c:6]2[cH:7][cH:8][c:9]([CH:19]=[O:20])[n:10][c:11]2[cH:12][c:13]([O:17][CH3:18])[c:14]1[O:15][CH3:16].[Na+:2]>>[CH3:3][O:4][c:5]1[c:6]2[cH:7][cH:8][c:9]([CH2:19][OH:20])[n:10][c:11]2[cH:12][c:13]([O:17][CH3:18])[c:14]1[O:15][CH3:16]. The reactants are ice water, [Cl-].[NH4+] (ammonium chloride), ClCCOC[Mg]Cl (2-chloroethoxymethylmagnesium chloride), Cl (hydrochloric acid), C(C1=CC=CC=C1)OC=1C=C2C=CC(=CC2=CC1)C=O (6-benzyloxy-2-naphthaldehyde), C(C)(C)OC(C)C (diisopropyl ether). Run in C(C)(=O)OCC (ethyl acetate), O1CCCC1 (tetrahydrofuran), O1CCCC1 (tetrahydrofuran). Reaction conditions: temperature -30 celsius, time 1 hour. Product: C(C1=CC=CC=C1)OC=1C=C2C=CC(=CC2=CC1)C(COCCCl)O (1-(6-benzyloxy-2-naphthyl)-2-(2-chloroethoxy)ethanol). Reaction SMILES: [CH2:1]([O:8][C:9]1[CH:10]=[C:11]2[C:16](=[CH:17][CH:18]=1)[CH:15]=[C:14]([CH:19]=[O:20])[CH:13]=[CH:12]2)[C:2]1[CH:7]=[CH:6][CH:5]=[CH:4][CH:3]=1.[Cl:21][CH2:22][CH2:23][O:24][CH2:25][Mg]Cl.[Cl-].[NH4+].Cl.C(OC(C)C)(C)C>O1CCCC1.C(OCC)(=O)C>[CH2:1]([O:8][C:9]1[CH:10]=[C:11]2[C:16](=[CH:17][CH:18]=1)[CH:15]=[C:14]([CH:19]([OH:20])[CH2:25][O:24][CH2:23][CH2:22][Cl:21])[CH:13]=[CH:12]2)[C:2]1[CH:3]=[CH:4][CH:5]=[CH:6][CH:7]=1 |f:2.3|. Procedure: 6.0 g of 6-benzyloxy-2-naphthaldehyde was dissolved in 60 ml of tetrahydrofuran. The solution was cooled to -30° C. Thereto was dropwise added, in 10 minutes, 30 ml of a tetrahydrofuran solution containing 1.6M of 2-chloroethoxymethylmagnesium chloride. The resulting mixture was stirred for 1 hour with ice cooling. The reaction mixture was added to a mixture of 100 ml of ice water, 100 ml of ethyl acetate and 3.6 g of ammonium chloride. The mixture was adjusted to pH 2 with 6N hydrochloric acid.... Starting materials: N1=CC=CC=C1 (pyridine), COC1O[C@@H]([C@@H]2[C@H]1OC(O2)(C)C)CO ([(3aR,4R,6aR)-6-methoxy-2,2-dimethyltetrahydrofuro[3,4-d][1,3]dioxol-4-yl]methanol), C([O-])(O)=O.[Na+] (sodium bicarbonate). The reagents and catalysts are [O-2].[Cr+3].[O-2].[O-2].[Cr+3] (chromium oxide). Run in C(Cl)Cl (methylene chloride), C(Cl)Cl (methylene chloride). Reaction conditions: time 30 minute. The product is COC1O[C@H]([C@@H]2[C@H]1OC(O2)(C)C)C=O ((3aR,4R,6aR)-6-methoxy-2,2-dimethyltetrahydrofuro[3,4-d][1,3]dioxole-4-carbaldehyde). Isolated yield 56.6%. As a reaction SMILES: N1C=CC=CC=1.[CH3:7][O:8][CH:9]1[C@@H:13]2[O:14][C:15]([CH3:18])([CH3:17])[O:16][C@@H:12]2[C@@H:11]([CH2:19][OH:20])[O:10]1.C(=O)(O)[O-].[Na+]>C(Cl)Cl.[O-2].[Cr+3].[O-2].[O-2].[Cr+3]>[CH3:7][O:8][CH:9]1[C@@H:13]2[O:14][C:15]([CH3:18])([CH3:17])[O:16][C@@H:12]2[C@H:11]([CH:19]=[O:20])[O:10]1 |f:2.3,5.6.7.8.9|. Reported procedure: By using the literature known procedure (Barrett, A. G. M.; Lebold, S. A., J. Org. Chem., 1990, 55, 3853), to a solution of dry pyridine (48.5 ml) in anhydrous methylene chloride (700 ml) was added chromium oxide (30 g, 0.3 mole) portionwise under nitrogen. During this procedure the reaction mixture was kept at room temperature by occasional cooling with an ice-water bath. To this dark red solution was added a solution of [(3aR,4R,6aR)-6-methoxy-2,2-dimethyltetrahydrofuro[3,4-d][1,3]dioxol-4-yl]...